Dataset: the Open Reaction Database (ORD), a public repository of structured organic reaction records. Task: describe an organic reaction: reactants, conditions, products, and yield Reactants: CC1=NNCC1 (3-methyl-2-pyrazoline), CC1=NNCC1 (3-methyl-2-pyrazoline), [Na+].[Br-] (NaBr). The solvent is CO (methanol). Yields the product CC1=NNCC1 (3-methyl-2-pyrazoline), CC1=NNC=C1 (3-methylpyrazole). As a reaction SMILES: [CH3:1][C:2]1[CH2:6][CH2:5][NH:4][N:3]=1.[Na+].[Br-]>CO>[CH3:1][C:2]1[CH2:6][CH2:5][NH:4][N:3]=1.[CH3:1][C:2]1[CH:6]=[CH:5][NH:4][N:3]=1 |f:1.2|. Procedure: A solution of 100 g of 3-methyl-2-pyrazoline and 64 g of NaBr in 3,000 g of methanol was electrolysed with 2 F/mol of 3-methyl-2-pyrazoline at a current density of 6.8 A/dm2 at a temperature of 20° C. Customary working up of the electrolysed mixture and fractional distillation gave 24.5 g of 3-methyl-2-pyrazoline and 29.5 g of 3-methylpyrazole (boiling point 127°-131° C./98 mbar). This corresponds to a conversion of 75%, a yield of 30% and a selectivity of 40%. Starting materials: NC=1SC(=C(N1)C)C=1C=C(C(=NC1)Cl)NS(=O)(=O)C (N-[5-(2-Amino-4-methyl-1,3-thiazol-5-yl)-2-chloropyridin-3-yl]methanesulfonamide), ClC(=O)OC1=CC=CC=C1 (phenyl chloroformate), N1=CC=CC=C1 (Pyridine), ClC(=O)OC1=CC=CC=C1 (phenyl chloroformate). Solvent: C1CCOC1 (THF), CN(C)C=O (DMF). Reaction conditions: temperature 0 celsius, time 1 hour. Product: C1(=CC=CC=C1)OC(NC=1SC(=C(N1)C)C=1C=NC(=C(C1)NS(=O)(=O)C)Cl)=O (N-[5-(6-chloro-5-methanesulfonylaminopyridin-3-yl)-4-methyl-1,3-thiazol-2-yl]carbamic acid phenyl ester). RXN SMILES: [NH2:1][C:2]1[S:3][C:4]([C:8]2[CH:9]=[C:10]([NH:15][S:16]([CH3:19])(=[O:18])=[O:17])[C:11]([Cl:14])=[N:12][CH:13]=2)=[C:5]([CH3:7])[N:6]=1.N1C=CC=CC=1.Cl[C:27]([O:29][C:30]1[CH:35]=[CH:34][CH:33]=[CH:32][CH:31]=1)=[O:28]>C1COCC1.CN(C=O)C>[C:30]1([O:29][C:27](=[O:28])[NH:1][C:2]2[S:3][C:4]([C:8]3[CH:13]=[N:12][C:11]([Cl:14])=[C:10]([NH:15][S:16]([CH3:19])(=[O:18])=[O:17])[CH:9]=3)=[C:5]([CH3:7])[N:6]=2)[CH:35]=[CH:34][CH:33]=[CH:32][CH:31]=1. Reported procedure: N-[5-(2-Amino-4-methyl-1,3-thiazol-5-yl)-2-chloropyridin-3-yl]methanesulfonamide (63 mg, purity 88%, 0.17 mmol) was dissolved in a mixture of THF (1 mL) and DMF (1 mL) and cooled to 0° C. Pyridine (0.103 mL, 1.27 mmol) was added followed by phenyl chloroformate (0.027 mL, 0.2 mmol). The stirring was continued for 25 minutes at 0° C. and at room temperature for 1 hour. Additional phenyl chloroformate (0.013 mL, 0.1 mmol) was added and the stirring was continued for 45 minutes. The reaction mixtur... Solvent: CCO (EtOH). Conditions: time 3 hour. Reactants: [OH-].[Na+] (NaOH), C(C)OC(=O)C1=NOC(=C1)C=1N=C(SC1)NC(=O)N(CCN1CCOCC1)CCC(C1=CC=CC=C1)C1=CC=CC=C1 (5-{2-[3-(3,3-diphenyl-propyl)-3-(2-morpholin-4-yl-ethyl)-ureido]-thiazol-4-yl}-isoxazole-3-carboxylic acid ethyl ester), Cl (HCl). As a reaction SMILES: C([O:3][C:4]([C:6]1[CH:10]=[C:9]([C:11]2[N:12]=[C:13]([NH:16][C:17]([N:19]([CH2:28][CH2:29][CH:30]([C:37]3[CH:42]=[CH:41][CH:40]=[CH:39][CH:38]=3)[C:31]3[CH:36]=[CH:35][CH:34]=[CH:33][CH:32]=3)[CH2:20][CH2:21][N:22]3[CH2:27][CH2:26][O:25][CH2:24][CH2:23]3)=[O:18])[S:14][CH:15]=2)[O:8][N:7]=1)=[O:5])C.[OH-].[Na+].Cl>CCO>[C:37]1([CH:30]([C:31]2[CH:32]=[CH:33][CH:34]=[CH:35][CH:36]=2)[CH2:29][CH2:28][N:19]([CH2:20][CH2:21][N:22]2[CH2:27][CH2:26][O:25][CH2:24][CH2:23]2)[C:17](=[O:18])[NH:16][C:13]2[S:14][CH:15]=[C:11]([C:9]3[O:8][N:7]=[C:6]([C:4]([OH:5])=[O:3])[CH:10]=3)[N:12]=2)[CH:42]=[CH:41][CH:40]=[CH:39][CH:38]=1 |f:1.2|. Procedure: 18 mg (0.03 mmoles, 1 eq) of 5-{2-[3-(3,3-diphenyl-propyl)-3-(2-morpholin-4-yl-ethyl)-ureido]-thiazol-4-yl}-isoxazole-3-carboxylic acid ethyl ester (obtained in example 30) are dissolved in 1.5 mL of EtOH then 2 eq of 1 N NaOH are added to the solution. The mixture is stirred at room temperature for 3 hours prior to neutralisation at pH 5-6 with a 2 N HCl solution. The aqueous phase is extracted with AcOEt then the organic substances collected are washed with brine, dried over MgSO4 prior to eva... The product is C1(=CC=CC=C1)C(CCN(C(NC=1SC=C(N1)C1=CC(=NO1)C(=O)O)=O)CCN1CCOCC1)C1=CC=CC=C1 (5-{2-[3-(3,3-diphenyl-propyl)-3-(2-morpholin-4-yl-ethyl)-ureido]-thiazol-4-yl}-isoxazole-3-carboxylic acid). Reactants: C(C)OC(CC=1C=C(C=C2C=C(C(OC12)C(F)(F)F)C(=O)OCC)OC(F)(F)F)=O (ethyl 8-(2-ethoxy-2-oxoethyl)-6-(trifluoromethoxy)-2-(trifluoromethyl)-2H-chromene-3-carboxylate), [BH4-].[Na+] (NaBH4), C1CCOC1.C(C)O (THF ethanol), [BH4-].[Na+] (NaBH4), [BH4-].[Na+] (NaBH4), Cl (HCl). Run in O (H2O), [Cl-].[Na+].O (Brine). The product is OCCC=1C=C(C=C2C=C(C(OC12)C(F)(F)F)C(=O)O)OC(F)(F)F (8-(2-hydroxyethyl)-6-(trifluoromethoxy)-2-(trifluoromethyl)-2H-chromene-3-carboxylic acid). Yield: 23.0%. RXN SMILES: C([O:3][C:4](=O)[CH2:5][C:6]1[CH:7]=[C:8]([O:25][C:26]([F:29])([F:28])[F:27])[CH:9]=[C:10]2[C:15]=1[O:14][CH:13]([C:16]([F:19])([F:18])[F:17])[C:12]([C:20]([O:22]CC)=[O:21])=[CH:11]2)C.C1COCC1.C(O)C.[BH4-].[Na+].Cl>[Cl-].[Na+].O.O>[OH:3][CH2:4][CH2:5][C:6]1[CH:7]=[C:8]([O:25][C:26]([F:29])([F:27])[F:28])[CH:9]=[C:10]2[C:15]=1[O:14][CH:13]([C:16]([F:19])([F:18])[F:17])[C:12]([C:20]([OH:22])=[O:21])=[CH:11]2 |f:1.2,3.4,6.7.8|. Reported procedure: To a solution of crude ethyl 8-(2-ethoxy-2-oxoethyl)-6-(trifluoromethoxy)-2-(trifluoromethyl)-2H-chromene-3-carboxylate prepared as in Example 621s, Step 2. (2.10 g) in 1:1 THF-ethanol (100 mL) was added NaBH4 (3.00 g, 79.3 mmole) and the mixture was stirred at room temperature for lh. Additional NaBH4 (3.00 g, 79.3 mmole) was then added and the mixture was stirred for 4 hrs. Additional NaBH4 (3.00 g, 79.3 mmole) was then added and the mixture was stirred for 3hrs. H2O (50 mL) was added and the ... The reactants are CCCOc1ccc(CNC=C2C(=O)NC(=O)c3ccc(Br)cc32)cc1O, [Na+], [Na+], O=C([O-])[O-], OB(O)c1ccc(F)cc1, [Pd], c1ccc(P(c2ccccc2)c2ccccc2)cc1, c1ccc(P(c2ccccc2)c2ccccc2)cc1, c1ccc(P(c2ccccc2)c2ccccc2)cc1, c1ccc(P(c2ccccc2)c2ccccc2)cc1. The product is CCCOc1ccc(CNC=C2C(=O)NC(=O)c3ccc(-c4ccc(F)cc4)cc32)cc1O. As a reaction SMILES: [Br:1][c:2]1[cH:3][c:4]2[c:9]([cH:10][cH:11]1)[C:8](=[O:12])[NH:7][C:6](=[O:13])[C:5]2=[CH:14][NH:15][CH2:16][c:17]1[cH:18][c:19]([OH:27])[c:20]([O:23][CH2:24][CH2:25][CH3:26])[cH:21][cH:22]1.[Na+:38].[Na+:39].[O-:40][C:41](=[O:42])[O-:43].[OH:28][B:29]([OH:30])[c:31]1[cH:32][cH:33][c:34]([F:35])[cH:36][cH:37]1.[Pd:44].[c:102]1([P:103]([c:104]2[cH:105][cH:106][cH:107][cH:108][cH:109]2)[c:110]2[cH:111][cH:112][cH:113][cH:114][cH:115]2)[cH:116][cH:117][cH:118][cH:119][cH:120]1.[c:45]1([P:46]([c:47]2[cH:48][cH:49][cH:50][cH:51][cH:52]2)[c:53]2[cH:54][cH:55][cH:56][cH:57][cH:58]2)[cH:59][cH:60][cH:61][cH:62][cH:63]1.[c:64]1([P:65]([c:66]2[cH:67][cH:68][cH:69][cH:70][cH:71]2)[c:72]2[cH:73][cH:74][cH:75][cH:76][cH:77]2)[cH:78][cH:79][cH:80][cH:81][cH:82]1.[c:83]1([P:84]([c:85]2[cH:86][cH:87][cH:88][cH:89][cH:90]2)[c:91]2[cH:92][cH:93][cH:94][cH:95][cH:96]2)[cH:97][cH:98][cH:99][cH:100][cH:101]1>>[c:2]1(-[c:31]2[cH:32][cH:33][c:34]([F:35])[cH:36][cH:37]2)[cH:3][c:4]2[c:9]([cH:10][cH:11]1)[C:8](=[O:12])[NH:7][C:6](=[O:13])[C:5]2=[CH:14][NH:15][CH2:16][c:17]1[cH:18][c:19]([OH:27])[c:20]([O:23][CH2:24][CH2:25][CH3:26])[cH:21][cH:22]1. Reactants: C([O-])([O-])=O.[K+].[K+] (potassium carbonate), C(CCC)OS(=O)(=O)C (Methanesulfonic acid n-butyl ester), N1(CCNCC1)C=1C(N(C=CN1)CCOC1=C(C=C(C(=C1)F)F)F)=O (3-(1-piperazinyl)-1-[2-(2,4,5-trifluorophenoxy)ethyl]-2(1H)-pyrazinone), Cl.N1(CCNCC1)C=1C(N(C=CN1)CCOC1=C(C=C(C(=C1)F)F)F)=O (3-(1-Piperazinyl)-1-[2-(2,4,5-trifluorophenoxy)ethyl]-2(1H)-pyrazinone, Hydrochloride). Run in CCOC(=O)C (EtOAc), O (water), CS(=O)C (DMSO). Reaction conditions: temperature 60 celsius, time 3 hour. The product is FC1=C(OCCN2C(C(=NC=C2)N2CCN(CC2)CCCC)=O)C=C(C(=C1)F)F (1-[2-(2,4,5-Trifluorophenoxy)ethyl]-3-(4-n-butyl-1-piperazinyl)-2(1H)-pyrazinone). RXN SMILES: [CH2:1](OS(C)(=O)=O)[CH2:2][CH2:3][CH3:4].[N:10]1([C:16]2[C:17](=[O:34])[N:18]([CH2:22][CH2:23][O:24][C:25]3[CH:30]=[C:29]([F:31])[C:28]([F:32])=[CH:27][C:26]=3[F:33])[CH:19]=[CH:20][N:21]=2)[CH2:15][CH2:14][NH:13][CH2:12][CH2:11]1.Cl.N1(C2C(=O)N(CCOC3C=C(F)C(F)=CC=3F)C=CN=2)CCNCC1.C(=O)([O-])[O-].[K+].[K+]>CS(C)=O.CCOC(C)=O.O>[F:33][C:26]1[CH:27]=[C:28]([F:32])[C:29]([F:31])=[CH:30][C:25]=1[O:24][CH2:23][CH2:22][N:18]1[CH:19]=[CH:20][N:21]=[C:16]([N:10]2[CH2:15][CH2:14][N:13]([CH2:1][CH2:2][CH2:3][CH3:4])[CH2:12][CH2:11]2)[C:17]1=[O:34] |f:2.3,4.5.6|. Reported procedure: Methanesulfonic acid butyl ester (0.30 g, 1.97 mmol; from Step 1) was added to a mixture of 3-(1-piperazinyl)-1-[2-(2,4,5-trifluorophenoxy)ethyl]-2(1H)-pyrazinone (0.50 g, 1.4 mmol; from the free base of Example 3) and potassium carbonate (0.10 g, 2.89 mmol) in DMSO (3 g). After being stirred for 3 h at 60° C., water (50 g) and EtOAc (100 g) were added to the reaction mixture. The layers were separated and the organic layer was concentrated in vacuo. The residue was purified by chromatography on... Reactants: FC1=C(C(=O)OC)C=CC=C1F (Methyl 2,3-difluorobenzoate), O1CCN(CC1)CCN (2-morpholinoethanamine). Run in CN(C)C=O (DMF). Reaction conditions: temperature 100 celsius. Yields the product O1CCN(CC1)CCNC1=C(C(=O)OC)C=CC=C1F (methyl 2-(2-morpholinoethylamino)-3-fluorobenzoate). Isolated yield 70.4%. As a reaction SMILES: F[C:2]1[C:11]([F:12])=[CH:10][CH:9]=[CH:8][C:3]=1[C:4]([O:6][CH3:7])=[O:5].[O:13]1[CH2:18][CH2:17][N:16]([CH2:19][CH2:20][NH2:21])[CH2:15][CH2:14]1>CN(C=O)C>[O:13]1[CH2:18][CH2:17][N:16]([CH2:19][CH2:20][NH:21][C:2]2[C:11]([F:12])=[CH:10][CH:9]=[CH:8][C:3]=2[C:4]([O:6][CH3:7])=[O:5])[CH2:15][CH2:14]1. Procedure details: Methyl 2,3-difluorobenzoate (817 mg, 4.746 mmol) and 2-morpholinoethanamine (2.5 mL, 19.20 mmol) were dissolved in DMF (15 mL) and heated in a microwave for 30 mins at 100° C. The crude material was purified by silica gel column chromatography with EtOAc/Hexanes to yield 943 mg (70%) of desired methyl 2-(2-morpholinoethylamino)-3-fluorobenzoate. LC/MS: 283.15 (M+1) Rt=1.48 min (10-90% 3/5 min (grad/run) with formic acid).